This data is from the Open Reaction Database (ORD), a public repository of structured organic reaction records. The task is: describe an organic reaction: reactants, conditions, products, and yield Starting materials: C1(=CC=CC=C1)CC(=O)N (2-phenylacetamide), C(C=CC1=CC=CC=C1)=O (cinnamaldehyde), C1(=CC=CC=C1)CC(NC(CC1=CC=CC=C1)=O)NC(CC1=CC=CC=C1)=O (N,N′-(2-Phenylethane-1,1-diyl)bis(2-phenylacetamide)). The product is C1(=CC=CC=C1)/C=C/C(NC(CC1=CC=CC=C1)=O)NC(CC1=CC=CC=C1)=O ((E)-N,N′-(3-Phenylprop-2-ene-1,1-diyl)bis(2-phenylacetamide)). The yield is 88.0%. RXN SMILES: [C:1]1([CH2:7]C(N)=O)[CH:6]=[CH:5][CH:4]=[CH:3][CH:2]=1.C(=O)C=CC1C=CC=CC=1.C1([CH2:27][CH:28]([NH:39][C:40](=[O:48])[CH2:41][C:42]2[CH:47]=[CH:46][CH:45]=[CH:44][CH:43]=2)[NH:29][C:30](=[O:38])[CH2:31][C:32]2[CH:37]=[CH:36][CH:35]=[CH:34][CH:33]=2)C=CC=CC=1>>[C:1]1(/[CH:7]=[CH:27]/[CH:28]([NH:39][C:40](=[O:48])[CH2:41][C:42]2[CH:47]=[CH:46][CH:45]=[CH:44][CH:43]=2)[NH:29][C:30](=[O:38])[CH2:31][C:32]2[CH:33]=[CH:34][CH:35]=[CH:36][CH:37]=2)[CH:6]=[CH:5][CH:4]=[CH:3][CH:2]=1. Procedure details: Compound 46 was prepared from 2-phenylacetamide and cinnamaldehyde using the procedure for compound 44. Yield: 88%. 1H NMR (400 MHz, DMSO-d6) δ 8.61 (d, J=7.6 Hz, 2H), 7.21-7.37 (m, 15H), 6.41-6.45 (m, 1H), 6.27-6.32 (m, 1H), 6.04-6.09 (m, 1H), 3.44-3.52 (m, 4H). LCMS (ESI): m/z 385.1 (M+H)+. The reactants are ClC=1C=CC2=C(C(=NCC(=N2)NO)C2=CC=CC=C2)C1 (7-chloro-2-hydroxyamino-5-phenyl-3H-1,4-benzodiazepine), ClC1=CC=C(C=C1)N=C=O (4-chlorophenyl isocyanate), 1a. Run in CO (methanol). The product is ClC=1C=CC2=C(C(=NCC(=N2)NOC(NC2=CC=C(C=C2)Cl)=O)C2=CC=CC=C2)C1 (7-Chloro-2-(4-chlorophenylcarbamoyloxyamino)-5-phenyl-3H-1,4-benzodiazepine). Reaction SMILES: [Cl:1][C:2]1[CH:3]=[CH:4][C:5]2[N:11]=[C:10]([NH:12][OH:13])[CH2:9][N:8]=[C:7]([C:14]3[CH:19]=[CH:18][CH:17]=[CH:16][CH:15]=3)[C:6]=2[CH:20]=1.[Cl:21][C:22]1[CH:27]=[CH:26][C:25]([N:28]=[C:29]=[O:30])=[CH:24][CH:23]=1>CO>[Cl:1][C:2]1[CH:3]=[CH:4][C:5]2[N:11]=[C:10]([NH:12][O:13][C:29](=[O:30])[NH:28][C:25]3[CH:26]=[CH:27][C:22]([Cl:21])=[CH:23][CH:24]=3)[CH2:9][N:8]=[C:7]([C:14]3[CH:19]=[CH:18][CH:17]=[CH:16][CH:15]=3)[C:6]=2[CH:20]=1. Procedure: 2 g of 7-chloro-2-hydroxyamino-5-phenyl-3H-1,4-benzodiazepine are reacted with 1 g of 4-chlorophenyl isocyanate, analogously to Experiment 1a. Melting point 200° to 203° C. (from methanol); yield 2.1 g. Reactants: ClC=1N=C(C2=C(N1)C=C(S2)CN2CC1(C2)CCN(CC1)C)N1CCOCC1 (2-chloro-6-(7-methyl-2,7-diaza-spiro[3.5]non-2-ylmethyl)-4-morpholin-4-yl-thieno[3,2-d]pyrimidine), N1(CCC1)C1C(CNCC1)C(=O)N (4-azetidin-1-yl-piperidine-3-carboxylic acid amide). The product is N1(CCC1)[C@H]1[C@@H](CN(CC1)CC1=CC=2N=C(N=C(C2S1)N1CCOCC1)Cl)C(=O)N ((±)-(trans)-4-azetidin-1-yl-1-(2-chloro-4-morpholin-4-yl-thieno[3,2-d]pyrimidin-6-ylmethyl)-piperidine-3-carboxylic acid amide). Reaction SMILES: [Cl:1][C:2]1[N:3]=[C:4]([N:22]2[CH2:27][CH2:26][O:25][CH2:24][CH2:23]2)[C:5]2[S:10][C:9]([CH2:11]N3CC4(CCN(C)CC4)C3)=[CH:8][C:6]=2[N:7]=1.[N:28]1([CH:32]2[CH2:37][CH2:36][NH:35][CH2:34][CH:33]2[C:38]([NH2:40])=[O:39])[CH2:31][CH2:30][CH2:29]1>>[N:28]1([C@@H:32]2[CH2:37][CH2:36][N:35]([CH2:11][C:9]3[S:10][C:5]4[C:4]([N:22]5[CH2:27][CH2:26][O:25][CH2:24][CH2:23]5)=[N:3][C:2]([Cl:1])=[N:7][C:6]=4[CH:8]=3)[CH2:34][C@H:33]2[C:38]([NH2:40])=[O:39])[CH2:31][CH2:30][CH2:29]1. Reported procedure: Prepared according to the method used in the preparation of 2-chloro-6-(7-methyl-2,7-diaza-spiro[3.5]non-2-ylmethyl)-4-morpholin-4-yl-thieno[3,2-d]pyrimidine using 4-azetidin-1-yl-piperidine-3-carboxylic acid amide in place of 7-methyl-2,7-diaza-spiro[3.5]nonane. The title compounds were separated by column chromatography. Starting materials: C1COCCO1, CC(C)c1cc(C(C)C)c(-c2ccccc2P(C2CCCCC2)C2CCCCC2)c(C(C)C)c1, CC(Nc1cc(Cl)cc(Nc2cnccn2)n1)c1ccc(F)cc1, [K+], [K+], [K+], OCCO, O=P([O-])([O-])[O-]. The product is CC(Nc1cc(OCCO)cc(Nc2cnccn2)n1)c1ccc(F)cc1. RXN SMILES: [CH2:71]1[O:72][CH2:73][CH2:74][O:75][CH2:76]1.[CH:33]1([P:34]([CH:35]2[CH2:36][CH2:37][CH2:38][CH2:39][CH2:40]2)[c:41]2[cH:42][cH:43][cH:44][cH:45][c:46]2-[c:47]2[c:48]([CH:49]([CH3:50])[CH3:51])[cH:52][c:53]([CH:54]([CH3:55])[CH3:56])[cH:57][c:58]2[CH:59]([CH3:60])[CH3:61])[CH2:62][CH2:63][CH2:64][CH2:65][CH2:66]1.[Cl:1][c:2]1[cH:3][c:4]([NH:15][CH:16]([CH3:17])[c:18]2[cH:19][cH:20][c:21]([F:24])[cH:22][cH:23]2)[n:5][c:6]([NH:8][c:9]2[n:10][cH:11][cH:12][n:13][cH:14]2)[cH:7]1.[K+:30].[K+:31].[K+:32].[OH:67][CH2:68][CH2:69][OH:70].[P:25]([O-:26])([O-:27])([O-:28])=[O:29]>>[c:2]1([O:67][CH2:68][CH2:69][OH:70])[cH:3][c:4]([NH:15][CH:16]([CH3:17])[c:18]2[cH:19][cH:20][c:21]([F:24])[cH:22][cH:23]2)[n:5][c:6]([NH:8][c:9]2[n:10][cH:11][cH:12][n:13][cH:14]2)[cH:7]1. The reactants are C(=O)(OC(C)(C)C)NCCN (N—BOC-ethylenediamine), S(=O)(=O)(N)N (sulfamide). The solvent is O1CCCC1 (tetrahydrofuran). Reaction conditions: temperature 100 celsius, time 10 minute. Product: C(C)(C)(C)OC(=O)NCCNS(N)(=O)=O (N-[2-(tert-butoxycarbonylamino)ethyl]-sulfuric diamide). Yield: 49.7%. As a reaction SMILES: [C:1]([NH:8][CH2:9][CH2:10][NH2:11])([O:3][C:4]([CH3:7])([CH3:6])[CH3:5])=[O:2].[S:12](N)([NH2:15])(=[O:14])=[O:13]>O1CCCC1>[C:4]([O:3][C:1]([NH:8][CH2:9][CH2:10][NH:11][S:12](=[O:14])(=[O:13])[NH2:15])=[O:2])([CH3:5])([CH3:6])[CH3:7]. Reported procedure: According to Reference Example 9-26, tetrahydrofuran (3 mL) and N—BOC-ethylenediamine (0.66 mL, 4.2 mmol) were added to sulfamide (400 mg, 4.2 mmol) and the mixture was stirred by use of a microwave chemical reactor at 300 W at 100° C. for 10 minutes. The solvent was evaporated off under reduced pressure, and purification by silica gel column chromatography (chloroform/methanol=1/0 to 9/1) was performed to give N-[2-(tert-butoxycarbonylamino)ethyl]-sulfuric diamide (Compound GJ) (500 mg, yield: ... Starting materials: O=C(Cl)c1ccccc1, CC(CO[Si](C)(C)C(C)(C)C)C1CCC2C3CC=C4C(C)(C)C(O)CCC4(C)C3CCC12C, c1ccncc1. The product is CC(CO[Si](C)(C)C(C)(C)C)C1CCC2C3CC=C4C(C)(C)C(OC(=O)c5ccccc5)CCC4(C)C3CCC12C. As a reaction SMILES: [C:34]([c:35]1[cH:36][cH:37][cH:38][cH:39][cH:40]1)(=[O:41])[Cl:42].[CH3:1][C:2]([CH3:3])([CH3:4])[Si:5]([O:6][CH2:7][CH:8]([CH:9]1[CH2:10][CH2:11][CH:12]2[CH:13]3[CH2:14][CH:15]=[C:16]4[C:17]([CH3:29])([CH3:30])[CH:18]([OH:28])[CH2:19][CH2:20][C:21]4([CH3:22])[CH:23]3[CH2:24][CH2:25][C:26]12[CH3:27])[CH3:31])([CH3:32])[CH3:33].[cH:43]1[cH:44][cH:45][n:46][cH:47][cH:48]1>>[CH3:1][C:2]([CH3:3])([CH3:4])[Si:5]([O:6][CH2:7][CH:8]([CH:9]1[CH2:10][CH2:11][CH:12]2[CH:13]3[CH2:14][CH:15]=[C:16]4[C:17]([CH3:29])([CH3:30])[CH:18]([O:28][C:34]([c:35]5[cH:36][cH:37][cH:38][cH:39][cH:40]5)=[O:41])[CH2:19][CH2:20][C:21]4([CH3:22])[CH:23]3[CH2:24][CH2:25][C:26]12[CH3:27])[CH3:31])([CH3:32])[CH3:33].